This data is from the Open Reaction Database (ORD), a public repository of structured organic reaction records. The task is: describe an organic reaction: reactants, conditions, products, and yield Reactants: C(#N)C1CN(C1)C([C@@H](C1CC1)NC(=O)C1=CN(C2=NC=C(N=C21)C=2N=CN(C2)C2=C(C=CC(=C2)F)F)COCC[Si](C)(C)C)=O (2-[1-(2,5-difluoro-phenyl)-1H-imidazol-4-yl]-5-(2-trimethylsilanyl-ethoxymethyl)-5H-pyrrolo[2,3-b]pyrazine-7-carboxylic acid [(R)-2-(3-cyano-azetidin-1-yl)-1-cyclopropyl-2-oxo-ethyl]-amide), C1COCCOCCOCCOCCOCCO1 (18-crown-6), [F-].[Cs+] (cesium fluoride). The solvent is C(C)#N (acetonitrile). Reaction conditions: time 2 hour. Product: C(#N)C1CN(C1)C([C@@H](C1CC1)NC(=O)C1=CNC2=NC=C(N=C21)C=2N=CN(C2)C2=C(C=CC(=C2)F)F)=O (2-[1-(2,5-difluoro-phenyl)-1H-imidazol-4-yl]-5H-pyrrolo[2,3-b]pyrazine-7-carboxylic acid [(R)-2-(3-cyano-azetidin-1-yl)-1-cyclopropyl-2-oxo-ethyl]-amide). The yield is 18.9%. RXN SMILES: [C:1]([CH:3]1[CH2:6][N:5]([C:7](=[O:45])[C@H:8]([NH:12][C:13]([C:15]2[C:23]3[C:18](=[N:19][CH:20]=[C:21]([C:24]4[N:25]=[CH:26][N:27]([C:29]5[CH:34]=[C:33]([F:35])[CH:32]=[CH:31][C:30]=5[F:36])[CH:28]=4)[N:22]=3)[N:17](COCC[Si](C)(C)C)[CH:16]=2)=[O:14])[CH:9]2[CH2:11][CH2:10]2)[CH2:4]1)#[N:2].C1OCCOCCOCCOCCOCCOC1.[F-].[Cs+]>C(#N)C>[C:1]([CH:3]1[CH2:6][N:5]([C:7](=[O:45])[C@H:8]([NH:12][C:13]([C:15]2[C:23]3[C:18](=[N:19][CH:20]=[C:21]([C:24]4[N:25]=[CH:26][N:27]([C:29]5[CH:34]=[C:33]([F:35])[CH:32]=[CH:31][C:30]=5[F:36])[CH:28]=4)[N:22]=3)[NH:17][CH:16]=2)=[O:14])[CH:9]2[CH2:10][CH2:11]2)[CH2:4]1)#[N:2] |f:2.3|. Procedure details: A solution of 2-[1-(2,5-difluoro-phenyl)-1H-imidazol-4-yl]-5-(2-trimethylsilanyl-ethoxymethyl)-5H-pyrrolo[2,3-b]pyrazine-7-carboxylic acid [(R)-2-(3-cyano-azetidin-1-yl)-1-cyclopropyl-2-oxo-ethyl]-amide (0.037 g, 0.058 mmol), 18-crown-6 (0.016 g, 0.058 mmol) and cesium fluoride (0.093 g, 0.58 mmol) in 1 mL of acetonitrile was stirred at 75° C. for 5 d, then concentrated. The resulting residue was partitioned between 5 mL of a 1 M citric acid solution and 5 mL of dichloromethane. The aqueous laye...